From a dataset of the Open Reaction Database (ORD), a public repository of structured organic reaction records. describe an organic reaction: reactants, conditions, products, and yield Starting materials: Clc1cccc2ccncc12, [K+], O=[N+]([O-])[O-], O=S(=O)(O)O. Yields the product O=[N+]([O-])c1ccc(Cl)c2cnccc12. RXN SMILES: [Cl:1][c:2]1[cH:3][cH:4][cH:5][c:6]2[cH:7][cH:8][n:9][cH:10][c:11]12.[K+:12].[O-:13][N+:14]([O-:15])=[O:16].[S:17](=[O:18])(=[O:19])([OH:20])[OH:21]>>[Cl:1][c:2]1[cH:3][cH:4][c:5]([N+:14](=[O:13])[O-:15])[c:6]2[cH:7][cH:8][n:9][cH:10][c:11]12.